This data is from the Open Reaction Database (ORD), a public repository of structured organic reaction records. The task is: describe an organic reaction: reactants, conditions, products, and yield The reactants are ClCCl.C(C)(=O)OCC (dichloromethane ethyl acetate), N1=CC(=CC=C1)C1=CC(=C2CCCCN12)C(=O)OC (methyl 3-(3-pyridyl)-5,6,7,8-tetrahydroindolizine-1-carboxylate), ClN1C(CCC1=O)=O (N-chlorosuccinimide). Product: ClC=1C(=C2C=C(CCN2C1C=1C=NC=CC1)Cl)C(=O)OC (methyl 2,7-dichloro-3-(3-pyridyl)-5,6-dihydroindolizine-1-carboxylate). RXN SMILES: [N:1]1[CH:6]=[CH:5][CH:4]=[C:3]([C:7]2[N:15]3[C:10]([CH2:11]C[CH2:13][CH2:14]3)=[C:9]([C:16]([O:18][CH3:19])=[O:17])[CH:8]=2)[CH:2]=1.[Cl:20]N1C(=O)CCC1=O.Cl[CH2:29][Cl:30].C(OCC)(=O)C>>[Cl:20][C:8]1[C:9]([C:16]([O:18][CH3:19])=[O:17])=[C:10]2[N:15]([C:7]=1[C:3]1[CH:2]=[N:1][CH:6]=[CH:5][CH:4]=1)[CH2:14][CH2:13][C:29]([Cl:30])=[CH:11]2 |f:2.3|. Procedure: Methyl 2,7-dichloro-3-(3-pyridyl)-5,6-dihydroindolizinecarboxylate is prepared as in Example 39, from 1 g of methyl 3-(3-pyridyl)-5,6,7,8-tetrahydroindolizine-1-carboxylate and 1.56 g of N-chlorosuccinimide. 0.7 g of methyl 2,7-dichloro-3-(3-pyridyl)-5,6-dihydroindolizine-1-carboxylate are thus obtained in the form of an orange oil (Rf=0.33; thin layer chromatography on silica gel; eluent: 8/2 dichloromethane/ethyl acetate).